This data is from the Open Reaction Database (ORD), a public repository of structured organic reaction records. The task is: describe an organic reaction: reactants, conditions, products, and yield Reactants: C(CCCCCCCCCCC)Br (dodecyl bromide), solid, [OH-].[Na+] (sodium hydroxide), NC(CS)C(=O)O (D,L-cysteine). Run in C(C)O (ethanol), C(C)O (ethanol). The product is C(CCCCCCCCCCC)SCC(C(=O)O)N (3-Dodecylmercapto-2-aminopropionic acid). Reaction SMILES: [OH-].[Na+].[NH2:3][CH:4]([C:7]([OH:9])=[O:8])[CH2:5][SH:6].[CH2:10](Br)[CH2:11][CH2:12][CH2:13][CH2:14][CH2:15][CH2:16][CH2:17][CH2:18][CH2:19][CH2:20][CH3:21]>C(O)C>[CH2:21]([S:6][CH2:5][CH:4]([NH2:3])[C:7]([OH:9])=[O:8])[CH2:20][CH2:19][CH2:18][CH2:17][CH2:16][CH2:15][CH2:14][CH2:13][CH2:12][CH2:11][CH3:10] |f:0.1|. Reported procedure: 16.5 g. (0.42 mole) solid sodium hydroxide are dissolved in 1600 ml. ethanol, mixed with a solution of 25 g. (0.21 mole) D,L-cysteine in 150 ml. ethanol and, after the dropwise addition of 60 ml. (0.25 mole) dodecyl bromide, stirred for 24 hours at ambient temperature. The precipitate is then filtered off with suction, washed with ethanol and dissolved in water. After acidification with 4N hydrochloric acid, the precipitate is filtered off after 2 hours at 5° C. Yield 48.2 g. (81% of theory); m.... Reactants: C(C)(C)(C)OB(OC(C)(C)C)OC(C)(C)C (tri-t-butylborate), anhydrous salt, OC1=CC=C(C=C1)C(C)(C)C1=CC=C(C=C1)O.[Na].[Na] (disodium bisphenol-A), CN1C(C=2C(C1=O)=CC(=CC2)[N+](=O)[O-])=O (N-methyl-4-nitrophthalimide). Run in C1(=CC=CC=C1)C (toluene). Yields the product OC1=CC=C(C=C1)C(C)(C)C1=CC=C(C=C1)O.[Na].[Na] (disodium bisphenol-A), CCOCC.C1(C=2C(C(N1)=O)=CC=CC2)=O (ether phthalimide). The yield is 77.0%. RXN SMILES: C(OB([O:12][C:13]([CH3:16])(C)C)OC(C)(C)C)(C)(C)C.[OH:17][C:18]1[CH:23]=[CH:22][C:21]([C:24]([C:27]2[CH:32]=[CH:31][C:30]([OH:33])=[CH:29][CH:28]=2)([CH3:26])[CH3:25])=[CH:20][CH:19]=1.[Na:34].[Na].C[N:37]1[C:41](=[O:42])[C:40]2=[CH:43][C:44]([N+]([O-])=O)=[CH:45][CH:46]=[C:39]2[C:38]1=[O:50]>C1(C)C=CC=CC=1>[OH:17][C:18]1[CH:19]=[CH:20][C:21]([C:24]([C:27]2[CH:28]=[CH:29][C:30]([OH:33])=[CH:31][CH:32]=2)([CH3:26])[CH3:25])=[CH:22][CH:23]=1.[Na:34].[Na:34].[CH3:38][CH2:39][O:12][CH2:13][CH3:16].[C:41]1(=[O:42])[NH:37][C:38](=[O:50])[C:39]2=[CH:46][CH:45]=[CH:44][CH:43]=[C:40]12 |f:1.2.3,6.7.8,9.10,^1:33,34,74,75|. Procedure details: The anhydrous salt of disodium bisphenol-A was prepared in accordance with the method shown in Takekoshi, U.S. Pat. No. 4,202,993, assigned to the same assignee as the present invention and incorporated herein by reference. There was added under ambient conditions with stirring 50 microliters of tri-t-butylborate to a slurry of 1.5 grams of the anhydrous salt of disodium bisphenol-A and 2.27 grams of N-methyl-4-nitrophthalimide in 8 ml of toluene. The resulting reaction mixture was then heated w... Run at temperature 22.5 celsius, time 1 hour. The yield is 89.0%. The reactants are C1(=CC=C(C=C1)S(=O)(=O)[O-])C (p-toluenesulphonate), N[C@@H](C(C)C)C(=O)O (L-valine), C[Si](N[Si](C)(C)C)(C)C (1,1,1,3,3,3-hexamethyldisilazane), C(C)(C)N(CC)C(C)C (diisopropylethylamine), [Br-] (bromide). Solvent: C(Cl)Cl (CH2Cl2). Procedure: To a suspension of 10 g (34.6 mmol) of p-toluenesulphonate of L-valine in 100 mL of CH2Cl2 is added at 20-25° C. and under nitrogen atmosphere 8.0 mL (38 mmol) of 1,1,1,3,3,3-hexamethyldisilazane. After shaking the mixture at 20-25° C. for one hour, 13.2 mL (76 mmol) of diisopropylethylamine and 8.64 g (34.6 mmol) of 4-bromobenzylo bromide are added and heated at reflux. When all the 4-bromobenzylo bromide has been consumed, the solvent is evaporated off at low pressure, 100 mL of water is added... As a reaction SMILES: [C:1]1([CH3:11])[CH:6]=[CH:5][C:4](S([O-])(=O)=O)=[CH:3][CH:2]=1.[NH2:12][C@H:13]([C:17]([OH:19])=[O:18])[CH:14]([CH3:16])[CH3:15].C[Si](C)(C)N[Si](C)(C)C.C(N(C(C)C)CC)(C)C.[Br-:38]>C(Cl)Cl>[Br:38][C:4]1[CH:5]=[CH:6][C:1]([CH2:11][NH:12][C@H:13]([C:17]([OH:19])=[O:18])[CH:14]([CH3:16])[CH3:15])=[CH:2][CH:3]=1. The product is BrC1=CC=C(CN[C@@H](C(C)C)C(=O)O)C=C1 (N-(4-bromobenzyl)-L-valine). The reactants are COC1=NC=C(C=C1)B1OC(C(O1)(C)C)(C)C (2-methoxy-5-(4,4,5,5-tetramethyl-1,3,2-dioxaborolan-2-yl)pyridine), CI (CH3I). Conditions: temperature 80 celsius. Product: CN1C(C=CC(=C1)B1OC(C(O1)(C)C)(C)C)=O (1-methyl-5-(4,4,5,5-tetramethyl-1,3,2-dioxaborolan-2-yl)pyridin-2(1H)-one). Reaction SMILES: C[O:2][C:3]1[CH:8]=[CH:7][C:6]([B:9]2[O:13][C:12]([CH3:15])([CH3:14])[C:11]([CH3:17])([CH3:16])[O:10]2)=[CH:5][N:4]=1.[CH3:18]I>>[CH3:18][N:4]1[CH:5]=[C:6]([B:9]2[O:13][C:12]([CH3:15])([CH3:14])[C:11]([CH3:17])([CH3:16])[O:10]2)[CH:7]=[CH:8][C:3]1=[O:2]. Procedure details: A mixture of 2-methoxy-5-(4,4,5,5-tetramethyl-1,3,2-dioxaborolan-2-yl)pyridine (235 mg, 1.00 mmol) and CH3I (426 mg, 3.00 mmol) was heated at 80° C. for 3 hours. The mixture was partitioned between ethyl acetate and H2O. The aqueous layer was extracted with ethyl acetate and the combined organic layers were washed with brine, dried over MgSO4, and evaporated to dryness to afford 1-methyl-5-(4,4,5,5-tetramethyl-1,3,2-dioxaborolan-2-yl)pyridin-2(1H)-one that was directly used in next step without ... Starting materials: S(-) 2-methylbutanol, C(C(C)CC)O (active amyl alcohol), N1=CC=CC=C1 (pyridine), C(C1=CC=C(C=O)C=C1)(=O)Cl (terephthalaldehydic acid chloride), ice, Cl (hydrochloric acid). The solvent is C1(=CC=CC=C1)C (toluene). Product: CC(COC(=O)C1=CC=C(C=O)C=C1)CC (p-(2-methylbutoxycarbonyl)benzaldehyde). As a reaction SMILES: [C:1](Cl)(=[O:10])[C:2]1[CH:9]=[CH:8][C:5]([CH:6]=[O:7])=[CH:4][CH:3]=1.[CH2:12]([OH:17])[CH:13]([CH2:15][CH3:16])[CH3:14].N1C=CC=CC=1.Cl>C1(C)C=CC=CC=1>[CH3:14][CH:13]([CH2:15][CH3:16])[CH2:12][O:17][C:1]([C:2]1[CH:9]=[CH:8][C:5]([CH:6]=[O:7])=[CH:4][CH:3]=1)=[O:10]. Procedure: 315 g of said terephthalaldehydic acid chloride dissolved in 400 ml of toluene was dropped into an ice-cooled mixed solution of commercially available S(-)-2-methylbutanol (optically active amyl alcohol) and 230 g of pyridine, and heated under reflux for 2 hours. The reaction solution was cooled to room temperature and further cooled with ice, and acidified by adding 6N hydrochloric acid thereto to remove pyridine in the organic layer. The organic layer was then washed successively with water, 2... Starting materials: CC(C[C@@H](C(=O)O)NC(=O)N1CCN(CC1)C1=CC=CC=C1)C ((2S)-4-methyl-2-[(4-phenyl-piperazine-1-carbonyl)-amino]-pentanoic acid), C(C)(C)(C)OC([C@H](CC1=CC=C(C=C1)OCC1=CC=CC=C1)N)=O ((S)-2-Amino-3-(4-benzyloxy-phenyl)-propionic acid tert-butyl ester). Product: C(C)(C)(C)OC(C(CC1=CC=C(C=C1)OCC1=CC=CC=C1)NC(C(CC(C)C)NC(=O)N1CCN(CC1)C1=CC=CC=C1)=O)=O (3-(4-Benzyloxy-phenyl)-2-{4-methyl-2-[(4-phenyl-piperazine-1-carbonyl)-amino]-pentanoylamino}-propionic acid tert-butyl ester). The yield is 46.0%. RXN SMILES: [CH3:1][CH:2]([CH3:23])[CH2:3][C@H:4]([NH:8][C:9]([N:11]1[CH2:16][CH2:15][N:14]([C:17]2[CH:22]=[CH:21][CH:20]=[CH:19][CH:18]=2)[CH2:13][CH2:12]1)=[O:10])[C:5]([OH:7])=O.[C:24]([O:28][C:29](=[O:47])[C@@H:30]([NH2:46])[CH2:31][C:32]1[CH:37]=[CH:36][C:35]([O:38][CH2:39][C:40]2[CH:45]=[CH:44][CH:43]=[CH:42][CH:41]=2)=[CH:34][CH:33]=1)([CH3:27])([CH3:26])[CH3:25]>>[C:24]([O:28][C:29](=[O:47])[CH:30]([NH:46][C:5](=[O:7])[CH:4]([NH:8][C:9]([N:11]1[CH2:16][CH2:15][N:14]([C:17]2[CH:22]=[CH:21][CH:20]=[CH:19][CH:18]=2)[CH2:13][CH2:12]1)=[O:10])[CH2:3][CH:2]([CH3:1])[CH3:23])[CH2:31][C:32]1[CH:37]=[CH:36][C:35]([O:38][CH2:39][C:40]2[CH:45]=[CH:44][CH:43]=[CH:42][CH:41]=2)=[CH:34][CH:33]=1)([CH3:27])([CH3:25])[CH3:26]. Reported procedure: A solution of the product from Example AG ((2S)-4-methyl-2-[(4-phenyl-piperazine-1-carbonyl)-amino]-pentanoic acid) (0.93 g, 2.9 mmol) and the product from Example A ((S)-2-amino-3-(4-benzyloxy-phenyl)-propionic acid tert-butyl ester) (1.0 g, 2.9 mmol) were coupled according to the procedure described in Example AH. The reaction mixture was purified by chromatography (silica gel, 1:1 EtOAc/heptane) to give the title compound as a white crystals (0.84 g, 46%), mp=67-69° C. As a reaction SMILES: [OH:1][C:2]1[CH:18]=[CH:17][C:5]([C:6]2[CH2:7][O:8][C:9]3[C:14]([CH:15]=2)=[CH:13][CH:12]=[C:11](O)[CH:10]=3)=[CH:4][CH:3]=1.[CH2:19]([NH2:26])[C:20]1[CH:25]=[CH:24][CH:23]=[CH:22][CH:21]=1.[CH2:27]=[O:28].[CH2:29](O)C>>[CH2:19]([N:26]1[CH2:29][C:12]2[CH:13]=[C:14]3[C:9](=[CH:10][C:11]=2[O:28][CH2:27]1)[O:8][CH2:7][C:6]([C:5]1[CH:17]=[CH:18][C:2]([OH:1])=[CH:3][CH:4]=1)=[CH:15]3)[C:20]1[CH:25]=[CH:24][CH:23]=[CH:22][CH:21]=1. Run at temperature 85 celsius. Starting materials: C(C1=CC=CC=C1)N (benzylamine), C=O (formaldehyde), C1C(=CC2=C(O1)C=C(C=C2)O)C3=CC=C(C=C3)O (dehydroequol), C(C)O (ethanol), OC1=CC=C(C=2COC3=CC(=CC=C3C2)O)C=C1 (4′,7-Dihydroxyisoflav-3-ene), C(C)O (ethanol). The product is C(C1=CC=CC=C1)N1COC2=C(C1)C=C1C=C(COC1=C2)C2=CC=C(C=C2)O (4-(3-Benzyl-2,3,4,8-tetrahydrochromeno[6,7-e][1,3]oxazin-7-yl)phenol). Procedure details: 4′,7-Dihydroxyisoflav-3-ene (0.47 g, 1.97 mmol) was dissolved in ethanol (ca. 40 mL) and heated to 80-90° C. A solution of benzylamine (0.44 mL, 3.5 mmol) and 37% formaldehyde (0.35 mL, 12.7 mmol) in ethanol (ca. 20 mL) was added to the dehydroequol solution. The reaction mixture was refluxed for approximately 7 hours and after cooling to room temperature the volume was concentrated in vacuo. The mixture was left in the fridge to crystallise. The yellow solid was collected under suction and the ... Starting materials: crude product, C(#N)[BH3-].[Na+] (sodium cyanoborohydride), C(C(=O)Cl)(=O)Cl (oxalyl chloride), C(C)N(CCN(C(CCOCCC1=CC=CC=C1)=O)CCO)CC (N-(2-diethylaminoethyl)-N-(2-hydroxyethyl)-3-phenethyloxy-propanamide), Cl.NCCC1=CC=C(C=2NC(SC21)=O)O (7-(2-aminoethyl)-4-hydroxy-3H-benzothiazol-2-one hydrochloride), N (Ammonia). Solvent: CO (methanol), C(C)N(CC)CC (Triethylamine), ClCCl (dichloromethane), ClCCl (dichloromethane), CS(=O)C (dimethyl sulfoxide), ClCCl (dichloromethane), ClCCl (dichloromethane), O (water), C(C)(=O)O (acetic acid). Run at time 15 minute. Yields the product C(C)N(CCN(C(CCOCCC1=CC=CC=C1)=O)CCNCCC1=CC=C(C=2NC(SC21)=O)O)CC (N-[2-(Diethylamino)ethyl]-N-(2-{[2-(4-hydroxy-2-oxo-2,3-dihydro-1,3-benzothiazol-7-yl)ethyl]amino}ethyl)-3-(2-phenylethoxy)propanamide). Reaction SMILES: C(Cl)(=O)C(Cl)=O.[CH2:7]([N:9]([CH2:29][CH3:30])[CH2:10][CH2:11][N:12]([CH2:26][CH2:27]O)[C:13](=[O:25])[CH2:14][CH2:15][O:16][CH2:17][CH2:18][C:19]1[CH:24]=[CH:23][CH:22]=[CH:21][CH:20]=1)[CH3:8].Cl.[NH2:32][CH2:33][CH2:34][C:35]1[C:43]2[S:42][C:41](=[O:44])[NH:40][C:39]=2[C:38]([OH:45])=[CH:37][CH:36]=1.C([BH3-])#N.[Na+].N>ClCCl.CO.O.C(O)(=O)C.C(N(CC)CC)C.CS(C)=O>[CH2:7]([N:9]([CH2:29][CH3:30])[CH2:10][CH2:11][N:12]([CH2:26][CH2:27][NH:32][CH2:33][CH2:34][C:35]1[C:43]2[S:42][C:41](=[O:44])[NH:40][C:39]=2[C:38]([OH:45])=[CH:37][CH:36]=1)[C:13](=[O:25])[CH2:14][CH2:15][O:16][CH2:17][CH2:18][C:19]1[CH:24]=[CH:23][CH:22]=[CH:21][CH:20]=1)[CH3:8] |f:2.3,4.5|. Reported procedure: A solution of dimethyl sulfoxide (0.10 g) in dichloromethane (1 mL) was added to oxalyl chloride (0.083 g) in dichloromethane (10 mL) at −78° C. The reaction was stirred for 15 minutes and then a solution of N-(2-diethylaminoethyl)-N-(2-hydroxyethyl)-3-phenethyloxy-propanamide (Example 12a), 0.20 g) in dichloromethane (1 mL+1 mL wash) was added and the reaction mixture was stirred for a further 15 minutes. Triethylamine (0.30 g) was added and the reaction mixture was allowed to warm to room temp... Product: CC(C)(C)c1nc2cc(S(=O)(=O)n3cc(C(=O)O)cn3)ccc2n1CC1CCC(F)CC1. Reactants: CC(C)(C)c1nc2cc(S(=O)(=O)n3cc(C=O)cn3)ccc2n1CC1CCC(F)CC1, CN(C)C=O. Reaction SMILES: [C:1]([CH3:2])([CH3:3])([CH3:4])[c:5]1[n:6][c:7]2[c:8]([n:9]1[CH2:10][CH:11]1[CH2:12][CH2:13][CH:14]([F:17])[CH2:15][CH2:16]1)[cH:18][cH:19][c:20]([S:22](=[O:23])(=[O:24])[n:25]1[n:26][cH:27][c:28]([CH:30]=[O:31])[cH:29]1)[cH:21]2.[O:32]=[CH:33][N:34]([CH3:35])[CH3:36]>>[C:1]([CH3:2])([CH3:3])([CH3:4])[c:5]1[n:6][c:7]2[c:8]([n:9]1[CH2:10][CH:11]1[CH2:12][CH2:13][CH:14]([F:17])[CH2:15][CH2:16]1)[cH:18][cH:19][c:20]([S:22](=[O:23])(=[O:24])[n:25]1[n:26][cH:27][c:28]([C:30](=[O:31])[OH:32])[cH:29]1)[cH:21]2. Starting materials: C([O-])(O)=O.[Na+] (sodium bicarbonate), NC1=CC2=C(N(C(=N2)\C=C\C2=CC=CC=C2)C2=NC=CC=C2)C=C1 ((E)-5-amino-1-(2-pyridyl)-2-styryl-1H-benzimidazole), C(OCC)(OCC)OCC (triethyl orthoformate), Cl (hydrogen chloride), [BH4-].[Na+] (Sodium borohydride). Solvent: CO (methanol), C(C)O (ethanol). Run at time 6 hour. Product: Cl.CNC1=CC2=C(N(C(=N2)\C=C\C2=CC=CC=C2)C2=NC=CC=C2)C=C1 ((E)-5-Methylamino-1-(2-pyridyl)-2-styryl-1H-benzimidazole hydrochloride). The yield is 43.0%. Reaction SMILES: [NH2:1][C:2]1[CH:24]=[CH:23][C:5]2[N:6]([C:17]3[CH:22]=[CH:21][CH:20]=[CH:19][N:18]=3)[C:7](/[CH:9]=[CH:10]/[C:11]3[CH:16]=[CH:15][CH:14]=[CH:13][CH:12]=3)=[N:8][C:4]=2[CH:3]=1.[CH:25](OCC)(OCC)OCC.[BH4-].[Na+].C(=O)(O)[O-].[Na+].[ClH:42]>C(O)C.CO>[ClH:42].[CH3:25][NH:1][C:2]1[CH:24]=[CH:23][C:5]2[N:6]([C:17]3[CH:22]=[CH:21][CH:20]=[CH:19][N:18]=3)[C:7](/[CH:9]=[CH:10]/[C:11]3[CH:16]=[CH:15][CH:14]=[CH:13][CH:12]=3)=[N:8][C:4]=2[CH:3]=1 |f:2.3,4.5,9.10|. Procedure details: A mixture of (E)-5-amino-1-(2-pyridyl)-2-styryl-1H-benzimidazole (300 mg, 0.96 mmol) and triethyl orthoformate (3 ml) was refluxed with stirring for 6 h. Excess solvent was removed in vacuo and obtained solids were dissolved in ethanol (5 ml). Sodium borohydride (45 mg, 1.2 mmol) was added to this solution in one portion at 0° C. and the reaction mixture was stirred for 2 h at room temperature. The reaction mixture was poured into saturated aqueous sodium bicarbonate solution (50 ml) and the aqu...